Dataset: the Open Reaction Database (ORD), a public repository of structured organic reaction records. Task: describe an organic reaction: reactants, conditions, products, and yield Reactants: NC1=CC=C(C(=O)O)C=C1 (p-aminobenzoic acid), C1(CC=CCC1)C(=O)Cl (3-cyclohexene-1-carboxylic acid chloride). Yields the product C1(CC=CCC1)C(=O)NC1=CC=C(C(=O)O)C=C1 (4-(3-Cyclohexene-1-carbonylamino)-benzoic acid). Reaction SMILES: [NH2:1][C:2]1[CH:10]=[CH:9][C:5]([C:6]([OH:8])=[O:7])=[CH:4][CH:3]=1.[CH:11]1([C:17](Cl)=[O:18])[CH2:16][CH2:15][CH:14]=[CH:13][CH2:12]1>>[CH:11]1([C:17]([NH:1][C:2]2[CH:10]=[CH:9][C:5]([C:6]([OH:8])=[O:7])=[CH:4][CH:3]=2)=[O:18])[CH2:16][CH2:15][CH:14]=[CH:13][CH2:12]1. Procedure: 4-(3-Cyclohexene-1-carbonylamino)-benzoic acid was prepared as described in Example 3 from 12 g (0.0875 mol) of p-aminobenzoic acid and 13.9 g (0.0963 mol) of 3-cyclohexene-1-carboxylic acid chloride. The reactants are C(C)C(/C=C/C=C(\CC)/C=1C=C(OCC=2C=C(C(C(=O)OC)=CC2)C(=O)OC)C=CC1)(CC)O (dimethyl 4-[3-((1E,3E)-5-ethyl-5-hydroxy-1-ethylhepta-1,3-dienyl)phenoxymethyl]phthalate), [BH4-].[Li+] (lithium borohydride). Yields the product OCC=1C=C(COC=2C=C(C=CC2)/C(=C/C=C/C(CC)(O)CC)/CC)C=CC1CO ((4E,6E)-7-[3-(3,4-bis-Hydroxymethylbenzyloxy)phenyl]-3-ethylnona-4,6-dien-3-ol). As a reaction SMILES: [CH2:1]([C:3]([OH:34])([CH2:32][CH3:33])/[CH:4]=[CH:5]/[CH:6]=[C:7](/[C:10]1[CH:11]=[C:12]([CH:29]=[CH:30][CH:31]=1)[O:13][CH2:14][C:15]1[CH:16]=[C:17]([C:25](OC)=[O:26])[C:18](=[CH:23][CH:24]=1)[C:19](OC)=[O:20])\[CH2:8][CH3:9])[CH3:2].[BH4-].[Li+]>>[OH:26][CH2:25][C:17]1[CH:16]=[C:15]([CH:24]=[CH:23][C:18]=1[CH2:19][OH:20])[CH2:14][O:13][C:12]1[CH:11]=[C:10](/[C:7](/[CH2:8][CH3:9])=[CH:6]/[CH:5]=[CH:4]/[C:3]([CH2:32][CH3:33])([OH:34])[CH2:1][CH3:2])[CH:31]=[CH:30][CH:29]=1 |f:1.2|. Reported procedure: In a manner similar to Example 53(e), by reacting 122 mg (0.26 mmol) of dimethyl 4-[3-((1E,3E)-5-ethyl-5-hydroxy-1-ethylhepta-1,3-dienyl)phenoxymethyl]phthalate (prepared in a manner similar to Examples 65(a-c)) with 17 mg (0.78 mmol) of lithium borohydride, a colourless oil is obtained (m=91 mg; Y=85%). The reactants are C1CCOC1, CCOC(=O)c1cnc(C(F)(F)F)nc1Cl, NN. The product is CCOC(=O)c1cnc(C(F)(F)F)nc1NN. As a reaction SMILES: [CH2:19]1[O:20][CH2:21][CH2:22][CH2:23]1.[Cl:1][c:2]1[n:3][c:4]([C:13]([F:14])([F:15])[F:16])[n:5][cH:6][c:7]1[C:8](=[O:9])[O:10][CH2:11][CH3:12].[NH2:17][NH2:18]>>[c:2]1([NH:17][NH2:18])[n:3][c:4]([C:13]([F:14])([F:15])[F:16])[n:5][cH:6][c:7]1[C:8](=[O:9])[O:10][CH2:11][CH3:12]. The reactants are O=C([O-])[O-], CC(C)(C)C(=O)OCC1OC(Br)C(OC(=O)C(C)(C)C)C(OC(=O)C(C)(C)C)C1OC(=O)C(C)(C)C, CN(C)C=O, [K+], [K+], O, Oc1ccc(CCc2ccnc3[nH]nc(O)c23)cc1. Product: CC(C)(C)C(=O)OCC1OC(Oc2n[nH]c3nccc(CCc4ccc(O)cc4)c23)C(OC(=O)C(C)(C)C)C(OC(=O)C(C)(C)C)C1OC(=O)C(C)(C)C. As a reaction SMILES: [C:20](=[O:21])([O-:22])[O-:23].[C:26]([C:27]([CH3:28])([CH3:29])[CH3:30])(=[O:31])[O:32][CH:33]1[CH:34]([Br:61])[O:35][CH:36]([CH2:53][O:54][C:55]([C:56]([CH3:57])([CH3:58])[CH3:59])=[O:60])[CH:37]([O:46][C:47]([C:48]([CH3:49])([CH3:50])[CH3:51])=[O:52])[CH:38]1[O:39][C:40]([C:41]([CH3:42])([CH3:43])[CH3:44])=[O:45].[CH3:63][N:64]([CH3:65])[CH:66]=[O:67].[K+:24].[K+:25].[OH2:62].[OH:1][c:2]1[cH:3][cH:4][c:5]([CH2:8][CH2:9][c:10]2[c:11]3[c:12]([n:13][cH:14][cH:15]2)[nH:16][n:17][c:18]3[OH:19])[cH:6][cH:7]1>>[OH:1][c:2]1[cH:3][cH:4][c:5]([CH2:8][CH2:9][c:10]2[c:11]3[c:12]([n:13][cH:14][cH:15]2)[nH:16][n:17][c:18]3[O:19][CH:34]2[CH:33]([O:32][C:26]([C:27]([CH3:28])([CH3:29])[CH3:30])=[O:31])[CH:38]([O:39][C:40]([C:41]([CH3:42])([CH3:43])[CH3:44])=[O:45])[CH:37]([O:46][C:47]([C:48]([CH3:49])([CH3:50])[CH3:51])=[O:52])[CH:36]([CH2:53][O:54][C:55]([C:56]([CH3:57])([CH3:58])[CH3:59])=[O:60])[O:35]2)[cH:6][cH:7]1. Reactants: COC1=C(C=CC=C1OC)CCC1N(C(OC1=O)=O)C (4-[2-(2,3-Dimethoxyphenyl)-ethyl]-N-methyl -2,5-oxazolidindione), CC(=O)C (acetone), [Cl-].[Al+3].[Cl-].[Cl-] (aluminium chloride), O (water). Run in C(Cl)Cl (methylene chloride), C(Cl)Cl (methylene chloride). Reaction conditions: temperature 0 celsius, time 30 minute. Yields the product Cl.COC1=C2CCC(C(C2=CC=C1OC)=O)NC (5,6-Dimethoxy-2-methylamino-1-tetralone hydrochloride). As a reaction SMILES: [Cl-:1].[Al+3].[Cl-].[Cl-].[CH3:5][O:6][C:7]1[C:12]([O:13][CH3:14])=[CH:11][CH:10]=[CH:9][C:8]=1[CH2:15][CH2:16][CH:17]1[C:21](=[O:22])OC(=O)[N:18]1[CH3:24].O.CC(C)=O>C(Cl)Cl>[ClH:1].[CH3:5][O:6][C:7]1[C:12]([O:13][CH3:14])=[CH:11][CH:10]=[C:9]2[C:8]=1[CH2:15][CH2:16][CH:17]([NH:18][CH3:24])[C:21]2=[O:22] |f:0.1.2.3,8.9|. Procedure details: 12.5 g of anhydrous aluminium chloride (0.094 mole) in 200 ml of methylene chloride are placed into a 3 l round-bottomed flask, under nitrogen atmosphere, cooling to 0° C., then 12.5 g of 4-[2-(2,3-Dimethoxyphenyl)-ethyl]-N-methyl -2,5-oxazolidindione dissolved in 200 ml of methylene chloride are added in about 10 minutes, keeping T<10° C. The mixture is stirred for 30 minutes at T<10° C., then for 1 hour a room temperature. The mixture is cooled again at 0° C. and 200 ml of water are dropped th... Reactants: Cc1cccc(Oc2nc(Br)cs2)n1, [Li]CCCC, CCOCC, CC(C)OB1OC(C)(C)C(C)(C)O1. The product is Cc1cccc(Oc2nc(B3OC(C)(C)C(C)(C)O3)cs2)n1. Reaction SMILES: [Br:6][c:7]1[n:8][c:9]([O:12][c:13]2[n:14][c:15]([CH3:19])[cH:16][cH:17][cH:18]2)[s:10][cH:11]1.[CH3:1][CH2:2][CH2:3][CH2:4][Li:5].[CH3:33][CH2:34][O:35][CH2:36][CH3:37].[CH:20]([O:21][B:24]1[O:25][C:26]([CH3:31])([CH3:32])[C:27]([CH3:29])([CH3:30])[O:28]1)([CH3:22])[CH3:23]>>[c:7]1([B:24]2[O:25][C:26]([CH3:31])([CH3:32])[C:27]([CH3:29])([CH3:30])[O:28]2)[n:8][c:9]([O:12][c:13]2[n:14][c:15]([CH3:19])[cH:16][cH:17][cH:18]2)[s:10][cH:11]1. Reactants: C(C)OC=1C(C(C1NC(C)(C)C)=O)=O (3-ethoxy-4-(tert-butylamino)-cyclobut-3-ene-1,2-dione), 1567s, 3244s, 1127s, 1327s, 1794m, 1162s, 1656s, 2980m, FC(C1=CC=C(CN)C=C1)(F)F (4-trifluoromethyl-benzylamine), 3291s, 1471s, 1540s, [K+].[Br-] (KBr), 3061w. The product is C(C)(C)(C)NC=1C(C(C1NCC1=CC=C(C=C1)C(F)(F)F)=O)=O (3-tert-Butylamino-4-(4-trifluoromethyl-benzylamino)-cyclobut-3-ene-1,2-dione). Isolated yield 63.0%. RXN SMILES: C(O[C:4]1[C:5](=[O:14])[C:6](=[O:13])[C:7]=1[NH:8][C:9]([CH3:12])([CH3:11])[CH3:10])C.[F:15][C:16]([F:26])([F:25])[C:17]1[CH:24]=[CH:23][C:20]([CH2:21][NH2:22])=[CH:19][CH:18]=1.[K+].[Br-]>>[C:9]([NH:8][C:7]1[C:6](=[O:13])[C:5](=[O:14])[C:4]=1[NH:22][CH2:21][C:20]1[CH:19]=[CH:18][C:17]([C:16]([F:15])([F:25])[F:26])=[CH:24][CH:23]=1)([CH3:10])([CH3:11])[CH3:12] |f:2.3|. Procedure details: The title compound was prepared according to the procedure for example 1step 2 except that 3-ethoxy-4-(tert-butylamino)-cyclobut-3-ene-1,2-dione was used in place of (R)-3-ethoxy-4-(1,2,2-trimethyl-propylamino)-cyclobut-3-ene-1,2-dione and 4-trifluoromethyl-benzylamine was used in place of 4-fluoro-benzylamine. Yield: 63%; mp: 306-308° C.; 1H NMR (300 MHz, DMSO-d6): δ1.37 (m, 9H), 4.81-4.87 (m 2H), 7.57 (d, J=7.9 Hz, 2H), 7.76 (d, J=8.0 Hz, 2H), 7.81 (brm, 1H), one N--H proton not seen; IR (KBr,...